Dataset: the Open Reaction Database (ORD), a public repository of structured organic reaction records. Task: describe an organic reaction: reactants, conditions, products, and yield Starting materials: C1CCOC1 (THF), BrC=1C(=NC(=NC1)N1CC(C1)F)CN1C(O[C@@H]([C@@H]1C)C1=CC(=CC(=C1)F)F)=O ((4S,5R)-3-{[5-bromo-2-(3-fluoroazetidin-1-yl)pyrimidin-4-yl]methyl}-5-(3,5-difluorophenyl)-4-methyl-1,3-oxazolidin-2-one), BrC=1C(=NC(=NC1)N1CC(C1)F)CN1C(O[C@@H]([C@@H]1C)C1=CC(=CC(=C1)F)F)=O ((4S,5R)-3-{[5-bromo-2-(3-fluoroazetidin-1-yl)pyrimidin-4-yl]methyl}-5-(3,5-difluorophenyl)-4-methyl-1,3-oxazolidin-2-one), C(C)(C)C=1C=C(C(=NC1)OC)B(O)O (5-isopropyl-2-methoxypyridin-3-ylboronic acid), C(=O)([O-])[O-].[K+].[K+] (K2CO3). The reagents and catalysts are [Pd](Cl)Cl.C(C)(C)(C)P([C-]1C=CC=C1)C(C)(C)C.[C-]1(C=CC=C1)P(C(C)(C)C)C(C)(C)C.[Fe+2] (1,1′-Bis(di-tert-butylphosphino)ferrocene palladium dichloride). Solvent: O (Water). Conditions: temperature 50 celsius, time 20 minute. Product: FC=1C=C(C=C(C1)F)[C@@H]1[C@@H](N(C(O1)=O)CC1=NC(=NC=C1C=1C(=NC=C(C1)C(C)C)OC)N1CC(C1)F)C ((4S,5R)-5-(3,5-Difluorophenyl)-3-{[2-(3-fluoroazetidin-1-yl)-5-(5-isopropyl-2-methoxypyridin-3-yl)pyrimidin-4-yl]methyl}-4-methyl-1,3-oxazolidin-2-one). RXN SMILES: C1COCC1.Br[C:7]1[C:8]([CH2:18][N:19]2[C@@H:23]([CH3:24])[C@@H:22]([C:25]3[CH:30]=[C:29]([F:31])[CH:28]=[C:27]([F:32])[CH:26]=3)[O:21][C:20]2=[O:33])=[N:9][C:10]([N:13]2[CH2:16][CH:15]([F:17])[CH2:14]2)=[N:11][CH:12]=1.[CH:34]([C:37]1[CH:38]=[C:39](B(O)O)[C:40]([O:43][CH3:44])=[N:41][CH:42]=1)([CH3:36])[CH3:35].C([O-])([O-])=O.[K+].[K+]>[Pd](Cl)Cl.C(P(C(C)(C)C)[C-]1C=CC=C1)(C)(C)C.[C-]1(P(C(C)(C)C)C(C)(C)C)C=CC=C1.[Fe+2].O>[F:32][C:27]1[CH:26]=[C:25]([C@H:22]2[O:21][C:20](=[O:33])[N:19]([CH2:18][C:8]3[C:7]([C:39]4[C:40]([O:43][CH3:44])=[N:41][CH:42]=[C:37]([CH:34]([CH3:36])[CH3:35])[CH:38]=4)=[CH:12][N:11]=[C:10]([N:13]4[CH2:16][CH:15]([F:17])[CH2:14]4)[N:9]=3)[C@H:23]2[CH3:24])[CH:30]=[C:29]([F:31])[CH:28]=1 |f:3.4.5,6.7.8.9|. Procedure: 1,1′-Bis(di-tert-butylphosphino)ferrocene palladium dichloride (25.07 mg, 0.038 mmol) was added to a degassed THF (15 mL)/Water (3 mL) solution of (4S,5R)-3-{[5-bromo-2-(3-fluoroazetidin-1-yl)pyrimidin-4-yl]methyl}-5-(3,5-difluorophenyl)-4-methyl-1,3-oxazolidin-2-one (INTERMEDIATE 15, 200 mg, 0.385 mmol), 5-isopropyl-2-methoxypyridin-3-ylboronic acid (128 mg, 0.462 mmol) and K2CO3 (159 mg, 1.154 mmol). After further de-gassing with N2 and vacuum, the reaction was heated for 1 h at 50° C. LCMS sh... Starting materials: O=C1OC2(CN3CCC2CC3)CN1c1cc(Br)co1, OB(O)c1cccnc1. The product is O=C1OC2(CN3CCC2CC3)CN1c1cc(-c2cccnc2)co1. Reaction SMILES: [Br:1][c:2]1[cH:3][c:4]([N:7]2[C:8](=[O:19])[O:9][C:10]3([CH2:11][N:12]4[CH2:13][CH2:14][CH:15]3[CH2:16][CH2:17]4)[CH2:18]2)[o:5][cH:6]1.[n:20]1[cH:21][c:22]([B:26]([OH:27])[OH:28])[cH:23][cH:24][cH:25]1>>[c:2]1(-[c:22]2[cH:21][n:20][cH:25][cH:24][cH:23]2)[cH:3][c:4]([N:7]2[C:8](=[O:19])[O:9][C:10]3([CH2:11][N:12]4[CH2:13][CH2:14][CH:15]3[CH2:16][CH2:17]4)[CH2:18]2)[o:5][cH:6]1. Reactants: ClC1=NC=C(C(=N1)C1=CNC2=CC=CC=C12)C (3-(2-chloro-5-methylpyrimidin-4-yl)-1H-indole), FC=1C(=CC(=C(N)C1)OC)N1CCC(CC1)N1CCN(CC1)C (5-Fluoro-2-methoxy-4-(4-(4-methylpiperazin-1-yl)piperidin-1-yl)aniline), ClC1=NC=C(C(=N1)C1=CNC2=CC=CC=C12)C (3-(2-chloro-5-methylpyrimidin-4-yl)-1H-indole), FC=1C(=CC(=C(N)C1)OC)N1CCC(CC1)N1CCN(CC1)C (5-Fluoro-2-methoxy-4-(4-(4-methylpiperazin-1-yl)piperidin-1-yl)aniline). The product is FC=1C(=CC(=C(C1)NC1=NC=C(C(=N1)C1=CNC2=CC=CC=C12)C)OC)N1CCC(CC1)N1CCN(CC1)C (N-[5-fluoro-2-methoxy-4-[4-(4-methylpiperazin-1-yl)-1-piperidyl]phenyl]-4-(1H-indol-3-yl)-5-methyl-pyrimidin-2-amine). As a reaction SMILES: Cl[C:2]1[N:7]=[C:6]([C:8]2[C:16]3[C:11](=[CH:12][CH:13]=[CH:14][CH:15]=3)[NH:10][CH:9]=2)[C:5]([CH3:17])=[CH:4][N:3]=1.[F:18][C:19]1[C:20]([N:28]2[CH2:33][CH2:32][CH:31]([N:34]3[CH2:39][CH2:38][N:37]([CH3:40])[CH2:36][CH2:35]3)[CH2:30][CH2:29]2)=[CH:21][C:22]([O:26][CH3:27])=[C:23]([CH:25]=1)[NH2:24]>>[F:18][C:19]1[C:20]([N:28]2[CH2:33][CH2:32][CH:31]([N:34]3[CH2:39][CH2:38][N:37]([CH3:40])[CH2:36][CH2:35]3)[CH2:30][CH2:29]2)=[CH:21][C:22]([O:26][CH3:27])=[C:23]([NH:24][C:2]2[N:7]=[C:6]([C:8]3[C:16]4[C:11](=[CH:12][CH:13]=[CH:14][CH:15]=4)[NH:10][CH:9]=3)[C:5]([CH3:17])=[CH:4][N:3]=2)[CH:25]=1. Procedure details: Starting materials: 3-(2,5-dichloropyrimidin-4-yl)-1H-indole (INTERMEDIATE 1) and 5-Fluoro-2-methoxy-4-(4-(4-methylpiperazin-1-yl)piperidin-1-yl)aniline (INTERMEDIATE 54). Reactants: CNN (methylhydrazine), C(CC)NN (propylhydrazine), C(CC)C1=C(C=CC=C1)CCC (o-dipropylbenzene), BrC1=CC(=C(C=C1)CCC)CCC (4-bromo-1,2-dipropylbenzene), C1(CC1)NN (cyclopropylhydrazine). The product is γ-THP-oxy-propylhydrazine, BrC1=CC2=C(N(C(=C2C=C1)CC)CCC)CC (5-bromo-2-propyl-1,3-diethylisoindole). Reaction SMILES: C(C1C=CC=CC=1CCC)CC.[Br:13][C:14]1[CH:19]=[CH:18][C:17]([CH2:20][CH2:21][CH3:22])=[C:16]([CH2:23][CH2:24][CH3:25])[CH:15]=1.CNN.[CH2:29]([NH:32]N)[CH2:30][CH3:31].C1(NN)CC1>>[Br:13][C:14]1[CH:19]=[CH:18][C:17]2[C:16](=[C:23]([CH2:24][CH3:25])[N:32]([CH2:29][CH2:30][CH3:31])[C:20]=2[CH2:21][CH3:22])[CH:15]=1. Procedure: Following the procedure of Example 3, Step A, except that the o-dipropylbenzene of Example 3 is replaced by an equivalent amount of: 4-chloro-; 4-iodo-; and 4-bromo-1,2-dipropylbenzene and the methylhydrazine is replaced by an equivalent amount of propylhydrazine; cyclopropylhydrazine; and γ-THP-oxy-propylhydrazine, there is obtained 5-chloro, 5-iodo, and 5-bromo-2-propyl-1,3-diethylisoindole; 5-chloro-; 5-iodo-; and 5-bromo-2-cyclopropyl-1,3-diethylisoindole; and 5-chloro-; 5-iodo-; and 5-bromo... The reactants are oxide, CON=C(C(=O)NC1[C@@H]2N(C(=C(CS2)COC(C2=CC=C(C=C2)[N+](=O)[O-])=O)C(=O)[O-])C1=O)C=1N=C(SC1)N (7-[2-methoxyimino-2-(2-aminothiazol-4-yl)acetamido]-3-(4-nitrobenzoyloxymethyl)-3-cephem-4-carboxylate), C(C)O (ethanol). The solvent is O1CCCC1 (tetrahydrofuran). Run at time 3 hour. Product: CON=C(C(=O)NC1[C@@H]2N(C(=C(CS2)COC(C2=CC=C(C=C2)N)=O)C(=O)OC(C2=CC=CC=C2)C2=CC=CC=C2)C1=O)C=1N=C(SC1)N (benzhydryl 7-[2-methoxyimino-2-(2-aminothiazol-4-yl)acetamido]-3-(4-aminobenzoyl-oxymethyl)-3-cephem-4-carboxylate). RXN SMILES: [CH3:1][O:2][N:3]=[C:4]([C:33]1[N:34]=[C:35]([NH2:38])[S:36][CH:37]=1)[C:5]([NH:7][CH:8]1[C:31](=[O:32])[N:10]2[C:11]([C:28]([O-:30])=[O:29])=[C:12]([CH2:15][O:16][C:17](=[O:27])[C:18]3[CH:23]=[CH:22][C:21]([N+:24]([O-])=O)=[CH:20][CH:19]=3)[CH2:13][S:14][C@H:9]12)=[O:6].[CH2:39](O)[CH3:40]>O1CCCC1>[CH3:1][O:2][N:3]=[C:4]([C:33]1[N:34]=[C:35]([NH2:38])[S:36][CH:37]=1)[C:5]([NH:7][CH:8]1[C:31](=[O:32])[N:10]2[C:11]([C:28]([O:30][CH:17]([C:40]3[CH:39]=[CH:5][CH:4]=[CH:33][CH:37]=3)[C:18]3[CH:19]=[CH:20][CH:21]=[CH:22][CH:23]=3)=[O:29])=[C:12]([CH2:15][O:16][C:17](=[O:27])[C:18]3[CH:23]=[CH:22][C:21]([NH2:24])=[CH:20][CH:19]=3)[CH2:13][S:14][C@H:9]12)=[O:6]. Procedure details: Platinic oxide (0.4 g.) was added to a solution of benzyhydryl 7-[2-methoxyimino-2-(2-aminothiazol-4-yl)acetamido]-3-(4-nitrobenzoyloxymethyl)-3-cephem-4-carboxylate (syn isomer) (4.3 g.) in a mixture of ethanol (50 ml.) and tetrahydrofuran (50 ml.), and the suspension was subjected to catalytic reduction at ambient temperature under ordinary pressure for 3 hours. After removing the catalyst from the resultant mixture by filtration, the filtrate was evaporated under reduced pressure. The residue... Starting materials: C(C1=CC=CC=C1)(=O)NC(=S)NCCC[C@@H](NC(C(C1=CC=CC=C1)C1=CC=CC=C1)=O)C(=O)N[C@H](C)C1=CC=C(C=C1)OC ((R)-N5 -(Benzoylaminothiocarbonyl)-N2 -(diphenylacetyl)-(R)-N-[1-(4-methoxyphenyl)ethyl]ornithine amide), CO (methanol), C(=O)([O-])[O-].[K+].[K+] (K2CO3). Run in O (water). Conditions: time 24 hour. The product is NC(=S)NCCC[C@@H](NC(C(C1=CC=CC=C1)C1=CC=CC=C1)=O)C(=O)N[C@H](C)C1=CC=C(C=C1)OC ((R)-N5 -(Aminothiocarbonyl)-N2 -(diphenylacetyl)-(R)-N-[1-(4-methoxyphenyl)ethyl]ornithine amide). Yield: 99.6%. As a reaction SMILES: C([NH:9][C:10]([NH:12][CH2:13][CH2:14][CH2:15][C@H:16]([C:33]([NH:35][C@@H:36]([C:38]1[CH:43]=[CH:42][C:41]([O:44][CH3:45])=[CH:40][CH:39]=1)[CH3:37])=[O:34])[NH:17][C:18](=[O:32])[CH:19]([C:26]1[CH:31]=[CH:30][CH:29]=[CH:28][CH:27]=1)[C:20]1[CH:25]=[CH:24][CH:23]=[CH:22][CH:21]=1)=[S:11])(=O)C1C=CC=CC=1.CO.C([O-])([O-])=O.[K+].[K+]>O>[NH2:9][C:10]([NH:12][CH2:13][CH2:14][CH2:15][C@H:16]([C:33]([NH:35][C@@H:36]([C:38]1[CH:39]=[CH:40][C:41]([O:44][CH3:45])=[CH:42][CH:43]=1)[CH3:37])=[O:34])[NH:17][C:18](=[O:32])[CH:19]([C:20]1[CH:25]=[CH:24][CH:23]=[CH:22][CH:21]=1)[C:26]1[CH:31]=[CH:30][CH:29]=[CH:28][CH:27]=1)=[S:11] |f:2.3.4|. Reported procedure: (R)-N5 -(Benzoylaminothiocarbonyl)-N2 -(diphenylacetyl)-(R)-N-[1-(4-methoxyphenyl)ethyl]ornithine amide (2.25 g; 3.6 mmol; from step (a) above), methanol (250 mL), water (250 mL) and K2CO3 (1.49 g; 10.8 mmol) were combined and stirred for 24 h at room temperature. The reaction mixture was then partitioned between EtOAc (250 mL) and brine (250 mL). The EtOAc layer was separated and washed with brine, dried over Na2SO4 and concentrated in vacuo to afford 1.86 g (99%) of the sub-title compound as a... Starting materials: O[C@@H]1C[C@H](N(C1)C(=O)OC(C)(C)C)C(=O)OC ((2S,4R)-1-tert-butyl 2-methyl 4-hydroxypyrrolidine-1,2-dicarboxylate). Run in C(Cl)Cl (DCM). Run at time 4 hour. Product: O=C1C[C@H](N(C1)C(=O)OC(C)(C)C)C(=O)OC ((S)-1-tert-butyl 2-methyl 4-oxopyrrolidine-1,2-dicarboxylate). The yield is 86.4%. Reaction SMILES: [OH:1][C@H:2]1[CH2:6][N:5]([C:7]([O:9][C:10]([CH3:13])([CH3:12])[CH3:11])=[O:8])[C@H:4]([C:14]([O:16][CH3:17])=[O:15])[CH2:3]1>C(Cl)Cl>[O:1]=[C:2]1[CH2:6][N:5]([C:7]([O:9][C:10]([CH3:11])([CH3:12])[CH3:13])=[O:8])[C@H:4]([C:14]([O:16][CH3:17])=[O:15])[CH2:3]1. Procedure details: To a solution of (2S,4R)-1-tert-butyl 2-methyl 4-hydroxypyrrolidine-1,2-dicarboxylate (40 g, 157 mmol) in DCM (500 mL) was added DMP (80 g, 189 mmol) at 0° C. and the reaction mixture was stirred at RT for 4 h, quenched with NaHSO3, extracted with DCM and washed with NaHCO3. The organic phase was concentrated to provide the title intermediate (33 g, 89% yield) as a colorless oil. 1H NMR (400 MHz, CDCl3): δ(ppm) 1.51 (s, 9H), 2.550-2.597 (d, 1H, J=18.8 Hz), 2.876-2.944 (t, 1H, J=13.6 Hz), 3.895 (...